From a dataset of the Open Reaction Database (ORD), a public repository of structured organic reaction records. describe an organic reaction: reactants, conditions, products, and yield Starting materials: C[O-].[Na+] (Sodium methoxide), BrC1=NC(=CC=C1OCC1=CC=C(C=C1)OC)I (2-bromo-6-iodo-3-[(4-methoxybenzyl)oxy]pyridine), O (water). Solvent: CS(=O)C (dimethyl sulfoxide). Conditions: temperature 90 celsius, time 3 hour. Yields the product IC1=CC=C(C(=N1)OC)OCC1=CC=C(C=C1)OC (6-iodo-2-methoxy-3-[(4-methoxybenzyl)oxy]pyridine). The yield is 66.6%. Reaction SMILES: [CH3:1][O-:2].[Na+].Br[C:5]1[C:10]([O:11][CH2:12][C:13]2[CH:18]=[CH:17][C:16]([O:19][CH3:20])=[CH:15][CH:14]=2)=[CH:9][CH:8]=[C:7]([I:21])[N:6]=1.O>CS(C)=O>[I:21][C:7]1[N:6]=[C:5]([O:2][CH3:1])[C:10]([O:11][CH2:12][C:13]2[CH:18]=[CH:17][C:16]([O:19][CH3:20])=[CH:15][CH:14]=2)=[CH:9][CH:8]=1 |f:0.1|. Procedure: Sodium methoxide (11 g) was added to a solution of 2-bromo-6-iodo-3-[(4-methoxybenzyl)oxy]pyridine (17 g) in dimethyl sulfoxide (90 mL), and the mixture was stirred at 90° C. for three hours. The reaction solution was poured into water, followed by extraction with ethyl acetate. The organic layer was washed with brine, dried over anhydrous magnesium sulfate and filtered. The solvent was then evaporated under reduced pressure. The residue was purified by silica gel column chromatography (hexane:e... Starting materials: COc1cc(NC(=O)OC(C)(C)C)c(N)cc1-c1cc(F)ccc1F, CCOC(=O)CC(=O)c1cccc(-n2ccnn2)c1. The product is COc1cc(NC(=O)OC(C)(C)C)c(NC(=O)CC(=O)c2cccc(-n3ccnn3)c2)cc1-c1cc(F)ccc1F. Reaction SMILES: [C:1]([CH3:2])([CH3:3])([CH3:4])[O:5][C:6]([NH:7][c:8]1[cH:9][c:10]([O:23][CH3:24])[c:11](-[c:15]2[c:16]([F:22])[cH:17][cH:18][c:19]([F:21])[cH:20]2)[cH:12][c:13]1[NH2:14])=[O:25].[CH2:26]([O:28][C:29](=[O:27])[CH2:30][C:31]([c:32]1[cH:33][c:34](-[n:38]2[n:39][n:40][cH:41][cH:42]2)[cH:35][cH:36][cH:37]1)=[O:43])[CH3:44]>>[C:1]([CH3:2])([CH3:3])([CH3:4])[O:5][C:6]([NH:7][c:8]1[cH:9][c:10]([O:23][CH3:24])[c:11](-[c:15]2[c:16]([F:22])[cH:17][cH:18][c:19]([F:21])[cH:20]2)[cH:12][c:13]1[NH:14][C:29](=[O:28])[CH2:30][C:31]([c:32]1[cH:33][c:34](-[n:38]2[n:39][n:40][cH:41][cH:42]2)[cH:35][cH:36][cH:37]1)=[O:43])=[O:25]. The reactants are C(C=C)[Sn](CCCC)(CCCC)CCCC (Allyl(tributyl)stannane), C(C1=CC=CC=C1)(=O)O (benzoic acid), FC(C1=CC=C(C=O)C=C1)(F)F (4-(Trifluoromethyl)benzaldehyde), C(C)(C)C1=CC=C(N)C=C1 (4-isopropylaniline). Reagents/catalysts: [O-]S(=O)(=O)C(F)(F)F.[La+3].[O-]S(=O)(=O)C(F)(F)F.[O-]S(=O)(=O)C(F)(F)F (Lanthanum triflate). Solvent: CC#N (CH3CN). The product is C(C)(C)C1=CC=C(C=C1)NC(CC=C)C1=CC=C(C=C1)C(F)(F)F ((±)-(4-Isopropylphenyl){1-[4-(trifluoromethyl)phenyl]but-3-en-1-yl}amine). Yield: 89.7%. As a reaction SMILES: [C:1](O)(=O)[C:2]1C=CC=C[CH:3]=1.[F:10][C:11]([F:21])([F:20])[C:12]1[CH:19]=[CH:18][C:15]([CH:16]=O)=[CH:14][CH:13]=1.[CH:22]([C:25]1[CH:31]=[CH:30][C:28]([NH2:29])=[CH:27][CH:26]=1)([CH3:24])[CH3:23].C([Sn](CCCC)(CCCC)CCCC)C=C>CC#N.[O-]S(C(F)(F)F)(=O)=O.[La+3].[O-]S(C(F)(F)F)(=O)=O.[O-]S(C(F)(F)F)(=O)=O>[CH:22]([C:25]1[CH:31]=[CH:30][C:28]([NH:29][CH:16]([C:15]2[CH:18]=[CH:19][C:12]([C:11]([F:21])([F:20])[F:10])=[CH:13][CH:14]=2)[CH2:3][CH:2]=[CH2:1])=[CH:27][CH:26]=1)([CH3:24])[CH3:23] |f:5.6.7.8|. Procedure: Lanthanum triflate (0.141 g, 0.24 mmol, 2 mol %) and benzoic acid (1.49 g, 12.2 mmol) were dissolved in CH3CN (20 ml) and the suspension was stirred under nitrogen until dissolved. 4-(Trifluoromethyl)benzaldehyde (2.12 g, 12.2 mmol) was added followed by 4-isopropylaniline (1.65 g). Allyl(tributyl)stannane (4.54 ml, 14.6 mmol) was then added and the mixture was stirred at room temperature overnight. The mixture was then quenched with NaOH (2M, 20 ml) and extracted into DCM (3×100 ml). The combin... The reactants are CCCCCCCCCCCCN, Cl, NC1C(O)OC(CO)C(O)C1O. The product is CCCCCCCCCCCCNC1OC(CO)C(O)C(O)C1N, Cl. As a reaction SMILES: [CH2:1]([CH2:2][CH2:3][CH2:4][CH2:5][CH2:6][CH2:7][CH2:8][CH2:9][CH2:10][CH2:11][CH3:12])[NH2:13].[ClH:14].[OH:15][CH:16]1[CH:17]([NH2:18])[CH:19]([OH:20])[CH:21]([OH:22])[CH:23]([CH2:25][OH:26])[O:24]1>>[CH2:1]([CH2:2][CH2:3][CH2:4][CH2:5][CH2:6][CH2:7][CH2:8][CH2:9][CH2:10][CH2:11][CH3:12])[NH:13][CH:16]1[CH:17]([NH2:18])[CH:19]([OH:20])[CH:21]([OH:22])[CH:23]([CH2:25][OH:26])[O:24]1.[ClH:14].